Task: describe an organic reaction: reactants, conditions, products, and yield. Dataset: the Open Reaction Database (ORD), a public repository of structured organic reaction records RXN SMILES: [Br:15][c:16]1[cH:17][c:18]([O:19][CH3:20])[cH:21][cH:22][cH:23]1.[CH3:24][O:25][c:26]1[cH:27][c:28]([N:32]2[CH2:33][CH:34]([c:37]3[c:38]([N+:43]([O-:44])=[O:45])[cH:39][cH:40][cH:41][cH:42]3)[CH2:35][CH2:36]2)[cH:29][cH:30][cH:31]1.[N+:1]([c:2]1[cH:3][cH:4][cH:5][cH:6][c:7]1[CH:8]1[CH2:9][CH2:10][NH:11][CH2:12]1)([O-:13])=[O:14]>>[CH3:24][O:25][c:26]1[cH:27][c:28]([N:32]2[CH2:33][CH:34]([c:37]3[c:38]([NH2:43])[cH:39][cH:40][cH:41][cH:42]3)[CH2:35][CH2:36]2)[cH:29][cH:30][cH:31]1. The product is COc1cccc(N2CCC(c3ccccc3N)C2)c1. Reactants: COc1cccc(Br)c1, COc1cccc(N2CCC(c3ccccc3[N+](=O)[O-])C2)c1, O=[N+]([O-])c1ccccc1C1CCNC1.